Dataset: the Open Reaction Database (ORD), a public repository of structured organic reaction records. Task: describe an organic reaction: reactants, conditions, products, and yield Reactants: [Br-], CC#N, COC(=O)COc1ccc(SCc2cccc(OCc3ccc(C(F)(F)F)cc3)c2)c2c1CCCO2, O=C(O)C(F)(F)F, [K+], O. Yields the product O=C(O)COc1ccc(SCc2cccc(OCc3ccc(C(F)(F)F)cc3)c2)c2c1CCCO2. RXN SMILES: [Br-:44].[C:47](#[N:48])[CH3:49].[CH3:1][O:2][C:3]([CH2:4][O:5][c:6]1[c:7]2[c:12]([c:13]([S:16][CH2:17][c:18]3[cH:19][c:20]([O:24][CH2:25][c:26]4[cH:27][cH:28][c:29]([C:32]([F:33])([F:34])[F:35])[cH:30][cH:31]4)[cH:21][cH:22][cH:23]3)[cH:14][cH:15]1)[O:11][CH2:10][CH2:9][CH2:8]2)=[O:36].[F:37][C:38]([F:39])([F:40])[C:41]([OH:42])=[O:43].[K+:45].[OH2:46]>>[O:2]=[C:3]([CH2:4][O:5][c:6]1[c:7]2[c:12]([c:13]([S:16][CH2:17][c:18]3[cH:19][c:20]([O:24][CH2:25][c:26]4[cH:27][cH:28][c:29]([C:32]([F:33])([F:34])[F:35])[cH:30][cH:31]4)[cH:21][cH:22][cH:23]3)[cH:14][cH:15]1)[O:11][CH2:10][CH2:9][CH2:8]2)[OH:36]. Starting materials: C1CCNCC1, CCO, O=Cc1[nH]cc2c1CCNC2=O, O=C1Cc2c(CCO)cccc2N1. The product is O=C1Nc2cccc(CCO)c2C1=Cc1[nH]cc2c1CCNC2=O. Reaction SMILES: [CH2:26]1[CH2:27][CH2:28][NH:29][CH2:30][CH2:31]1.[CH3:32][CH2:33][OH:34].[O:14]=[C:15]1[NH:16][CH2:17][CH2:18][c:19]2[c:20]1[cH:21][nH:22][c:23]2[CH:24]=[O:25].[OH:1][CH2:2][CH2:3][c:4]1[c:5]2[c:9]([cH:10][cH:11][cH:12]1)[NH:8][C:7](=[O:13])[CH2:6]2>>[OH:1][CH2:2][CH2:3][c:4]1[c:5]2[c:9]([cH:10][cH:11][cH:12]1)[NH:8][C:7](=[O:13])[C:6]2=[CH:24][c:23]1[c:19]2[c:20]([cH:21][nH:22]1)[C:15](=[O:14])[NH:16][CH2:17][CH2:18]2. Reactants: ClC1=CC2=C(C(=N1)C)C(=NN2C(C2=CC=CC=C2)(C2=CC=CC=C2)C2=CC=CC=C2)N2CCOCC2 (4-(6-chloro-4-methyl-1-trityl-1H-pyrazolo[4,3-c]pyridin-3-yl)morpholine), [Se](=O)=O (selenium dioxide). The solvent is O1CCOCC1 (dioxane). Yields the product ClC1=CC2=C(C(=N1)C=O)C(=NN2C(C2=CC=CC=C2)(C2=CC=CC=C2)C2=CC=CC=C2)N2CCOCC2 (6-chloro-3-morpholino-1-trityl-1H-pyrazolo[4,3-c]pyridine-4-carbaldehyde). RXN SMILES: [Cl:1][C:2]1[N:7]=[C:6]([CH3:8])[C:5]2[C:9]([N:31]3[CH2:36][CH2:35][O:34][CH2:33][CH2:32]3)=[N:10][N:11]([C:12]([C:25]3[CH:30]=[CH:29][CH:28]=[CH:27][CH:26]=3)([C:19]3[CH:24]=[CH:23][CH:22]=[CH:21][CH:20]=3)[C:13]3[CH:18]=[CH:17][CH:16]=[CH:15][CH:14]=3)[C:4]=2[CH:3]=1.[Se](=O)=[O:38]>O1CCOCC1>[Cl:1][C:2]1[N:7]=[C:6]([CH:8]=[O:38])[C:5]2[C:9]([N:31]3[CH2:36][CH2:35][O:34][CH2:33][CH2:32]3)=[N:10][N:11]([C:12]([C:19]3[CH:24]=[CH:23][CH:22]=[CH:21][CH:20]=3)([C:25]3[CH:26]=[CH:27][CH:28]=[CH:29][CH:30]=3)[C:13]3[CH:14]=[CH:15][CH:16]=[CH:17][CH:18]=3)[C:4]=2[CH:3]=1. Procedure details: 4-(6-Chloro-4-methyl-1-trityl-1H-pyrazolo[4,3-c]pyridin-3-yl)morpholine (Example 106, Step 1; 450.9 mg, 0.911 mmol) was dissolved in dioxane (10 mL) and selenium dioxide (303 mg, 2.73 mmol) was added. The reaction mixture was stirred at reflux over the weekend. The reaction was filtered over celite, rinsed with ethyl acetate, and concentrated in vacuo. The residue was diluted with DCM and filtered over celite. The filtrate was concentrated in vacuo while loading onto silica gel. Purification by ...